Dataset: the Open Reaction Database (ORD), a public repository of structured organic reaction records. Task: describe an organic reaction: reactants, conditions, products, and yield The product is N1=CC(=CC=C1)C(=O)C=1N=CN2C1SC=C2 (7-(pyridin-3-yl)carbonylimidazo[5,1-b]thiazole). The solvent is ClCCl (dichloromethane). Reported procedure: Manganese dioxide (1.0 g) was added to a solution of 1.02 g of 7-[(pyridin-3-yl)hydroxymethyl]imidazo[5,1-b]thiazole in 40 ml of dichloromethane, and the mixture was stirred at room temperature for 5 hr. The reaction solution was filtered through Celite, followed by washing with dichloromethane. The filtrate was concentrated under the reduced pressure to give 1.10 g of 7-(pyridin-3-yl)carbonylimidazo[5,1-b]thiazole. Conditions: time 5 hour. The yield is 108.8%. RXN SMILES: [N:1]1[CH:6]=[CH:5][CH:4]=[C:3]([CH:7]([OH:16])[C:8]2[N:9]=[CH:10][N:11]3[CH:15]=[CH:14][S:13][C:12]=23)[CH:2]=1>ClCCl.[O-2].[O-2].[Mn+4]>[N:1]1[CH:6]=[CH:5][CH:4]=[C:3]([C:7]([C:8]2[N:9]=[CH:10][N:11]3[CH:15]=[CH:14][S:13][C:12]=23)=[O:16])[CH:2]=1 |f:2.3.4|. Reagents/catalysts: [O-2].[O-2].[Mn+4] (Manganese dioxide). The reactants are N1=CC(=CC=C1)C(C=1N=CN2C1SC=C2)O (7-[(pyridin-3-yl)hydroxymethyl]imidazo[5,1-b]thiazole).